Dataset: the Open Reaction Database (ORD), a public repository of structured organic reaction records. Task: describe an organic reaction: reactants, conditions, products, and yield Reactants: O=C([O-])[O-], C1CCOC1, Cc1cc(Cl)nc2c1c(=O)cc(Nc1ccccc1)n2-c1ccccc1, [Cs+], [Cs+], Nc1ccccc1, CC(=O)[O-], CC(=O)[O-], [Pd+2], c1ccc(P(c2ccccc2)c2ccc3ccccc3c2-c2c(P(c3ccccc3)c3ccccc3)ccc3ccccc23)cc1. Yields the product Cc1cc(Nc2ccccc2)nc2c1c(=O)cc(Nc1ccccc1)n2-c1ccccc1. RXN SMILES: [C:34](=[O:35])([O-:36])[O-:37].[CH2:86]1[O:87][CH2:88][CH2:89][CH2:90]1.[Cl:1][c:2]1[cH:3][c:4]([CH3:26])[c:5]2[c:6](=[O:25])[cH:7][c:8]([NH:18][c:19]3[cH:20][cH:21][cH:22][cH:23][cH:24]3)[n:9](-[c:12]3[cH:13][cH:14][cH:15][cH:16][cH:17]3)[c:10]2[n:11]1.[Cs+:38].[Cs+:39].[NH2:27][c:28]1[cH:29][cH:30][cH:31][cH:32][cH:33]1.[O-:92][C:93]([CH3:94])=[O:95].[O-:96][C:97]([CH3:98])=[O:99].[Pd+2:91].[cH:40]1[cH:41][cH:42][c:43]([P:44]([c:45]2[cH:46][cH:47][c:48]3[c:49]([cH:50][cH:51][cH:52][cH:53]3)[c:54]2-[c:55]2[c:56]3[c:57]([cH:58][cH:59][cH:60][cH:61]3)[cH:62][cH:63][c:64]2[P:65]([c:66]2[cH:67][cH:68][cH:69][cH:70][cH:71]2)[c:72]2[cH:73][cH:74][cH:75][cH:76][cH:77]2)[c:78]2[cH:79][cH:80][cH:81][cH:82][cH:83]2)[cH:84][cH:85]1>>[c:2]1([NH:27][c:28]2[cH:29][cH:30][cH:31][cH:32][cH:33]2)[cH:3][c:4]([CH3:26])[c:5]2[c:6](=[O:25])[cH:7][c:8]([NH:18][c:19]3[cH:20][cH:21][cH:22][cH:23][cH:24]3)[n:9](-[c:12]3[cH:13][cH:14][cH:15][cH:16][cH:17]3)[c:10]2[n:11]1.